The task is: describe an organic reaction: reactants, conditions, products, and yield. This data is from the Open Reaction Database (ORD), a public repository of structured organic reaction records. Starting materials: O (water), C(C)(=O)C1=CC=C(OCC(=O)O)C=C1 (4-acetylphenoxyacetic acid), C(CCCCC)O (n-hexanol), S(O)(O)(=O)=O (sulphuric acid). Run in C1=CC=CC=C1 (benzene). Product: C(C)(=O)C1=CC=C(OCC(=O)OCCCCCC)C=C1 (n-hexyl 4-acetylphenoxyacetate). RXN SMILES: [C:1]([C:4]1[CH:14]=[CH:13][C:7]([O:8][CH2:9][C:10]([OH:12])=[O:11])=[CH:6][CH:5]=1)(=[O:3])[CH3:2].[CH2:15](O)[CH2:16][CH2:17][CH2:18][CH2:19][CH3:20].S(=O)(=O)(O)O.O>C1C=CC=CC=1>[C:1]([C:4]1[CH:14]=[CH:13][C:7]([O:8][CH2:9][C:10]([O:12][CH2:15][CH2:16][CH2:17][CH2:18][CH2:19][CH3:20])=[O:11])=[CH:6][CH:5]=1)(=[O:3])[CH3:2]. Procedure: A mixture of 4-acetylphenoxyacetic acid (20.0g.), n-hexanol (10.5g.) and concentrated sulphuric acid (2ml.) in benzene (100ml.) was heated under reflux for 6 hours using a water separator.cThe mixture was then evaporated and the residue dissolved in n-pentane (50ml.). The solution was washed with water (3 × 30ml.) sodium bicarbonate solution (1 × 50ml.) and water again (1 × 50ml.). The solution was evaporated and the residue chromatographed on alumina to give n-hexyl 4-acetylphenoxyacetate, I.R.... The reactants are C1(=CC=CC=C1)[C@H](C)NC[C@@H](CC(=O)O)CCC ((R,S)-3-[(1-phenyl ethylamino)-methyl]-hexanoic acid), C(C)(=O)OCC (ethyl acetate), Cl (hydrochloric acid), (RS)-1,1′-bi-2-naphthol. The solvent is CO (methanol). Reaction conditions: temperature 50 celsius, time 1 hour. Yields the product C1=CC=C2C(=C1)C=CC(=C2C3=C(C=CC4=CC=CC=C43)O)O ((5)-1,1′-bi-2-naphthol). As a reaction SMILES: [C:1]1([C@@H:7](NC[C@H](CCC)CC(O)=O)[CH3:8])[CH:6]=[CH:5][CH:4]=[CH:3][CH:2]=1.C([O:22][CH2:23][CH3:24])(=O)C.Cl>CO>[CH:1]1[CH:6]=[C:5]2[CH:4]=[CH:24][C:23]([OH:22])=[C:7]([C:1]3[C:2]4[C:3](=[CH:8][CH:7]=[CH:23][CH:24]=4)[CH:4]=[CH:5][C:6]=3[OH:22])[C:8]2=[CH:3][CH:2]=1. Procedure: (R,S)-3-[(1-phenyl ethylamino)-methyl]-hexanoic acid (5.0 g) is dissolved in methanol (20 mL) and (RS)-1,1′-bi-2-naphthol (5.75 g) is added to it at room temperature. The mixture is stirred at 50° C. for 1 hour, during which time solid precipitate comes out from the reaction mixture. Reaction mixture is allowed to cool to room temperature and filtered under reduced pressure to obtain 3.7 g of solid complex. Complex is suspended in the biphasic mixture of ethyl acetate (20 mL) and 1 N hydrochlori... Starting materials: C[C@H]1NCCNC1 ((R)-2-methyl piperazine), ClC1=NC=CC=C1 (2-chloro pyridine). Run in C=1(C(=CC=CC1)C)C (xylene). Conditions: time 12 hour. Yields the product C[C@@H]1CN(CCN1)C1=NC=CC=C1 ((3R)-3-Methyl-1-pyridin-2-ylpiperazine). Yield: 40.3%. Reaction SMILES: [CH3:1][C@@H:2]1[CH2:7][NH:6][CH2:5][CH2:4][NH:3]1.Cl[C:9]1[CH:14]=[CH:13][CH:12]=[CH:11][N:10]=1>C1(C)C(C)=CC=CC=1>[CH3:1][C@H:2]1[NH:3][CH2:4][CH2:5][N:6]([C:9]2[CH:14]=[CH:13][CH:12]=[CH:11][N:10]=2)[CH2:7]1. Procedure details: To a solution of (R)-2-methyl piperazine (6.6 g, 0.066 mol) in xylene (100 mL) at 140° C. under nitrogen was added 2-chloro pyridine (4 g, 0.035 mol) slowly over a period of 1 h. The heating was continued for additional 12 h and cooled to RT. The solvent was removed under reduced pressure and the resulting residue was purified by chromatography using chloroform methanol (8/2) as eluent to afford the title product as a liquid (2.5 g, 40%). TLC-Chloroform/MeOH (8/2); Rf=0.2. HPLC purity: 97%. Reactants: BrB(Br)Br, ClCCl, COc1c(F)cc(C#N)cc1F. The product is N#Cc1cc(F)c(O)c(F)c1. RXN SMILES: [B:1]([Br:2])([Br:3])[Br:4].[Cl:17][CH2:18][Cl:19].[F:5][c:6]1[cH:7][c:8]([C:9]#[N:10])[cH:11][c:12]([F:16])[c:13]1[O:14][CH3:15]>>[F:5][c:6]1[cH:7][c:8]([C:9]#[N:10])[cH:11][c:12]([F:16])[c:13]1[OH:14].